Dataset: the Open Reaction Database (ORD), a public repository of structured organic reaction records. Task: describe an organic reaction: reactants, conditions, products, and yield Reactants: FC=1C=C(C=CC1I)N1C(O[C@H](C1)CN1N=NC(=C1)CO)=O ((5R)-3-(3-fluoro-4-iodophenyl)-5-(4-hydroxymethyl-1H-1,2,3-triazol-1-ylmethyl)-1,3-oxazolidin-2-one), C(Br)(Br)(Br)Br (carbon tetrabromide), C1(=CC=CC=C1)P(C1=CC=CC=C1)C1=CC=CC=C1 (triphenylphosphine). Run in ClCCl (dichloromethane). Conditions: temperature 0 celsius, time 30 minute. The product is FC=1C=C(C=CC1I)N1C(O[C@H](C1)CN1N=NC(=C1)CBr)=O ((5R)-3-(3-Fluoro-4-iodophenyl)-5-(4-bromomethyl-1H-1,2,3-triazol-1-ylmethyl)-1,3-oxazolidin-2-one). Isolated yield 82.9%. RXN SMILES: [F:1][C:2]1[CH:3]=[C:4]([N:9]2[CH2:13][C@H:12]([CH2:14][N:15]3[CH:19]=[C:18]([CH2:20]O)[N:17]=[N:16]3)[O:11][C:10]2=[O:22])[CH:5]=[CH:6][C:7]=1[I:8].C(Br)(Br)(Br)[Br:24].C1(P(C2C=CC=CC=2)C2C=CC=CC=2)C=CC=CC=1>ClCCl>[F:1][C:2]1[CH:3]=[C:4]([N:9]2[CH2:13][C@H:12]([CH2:14][N:15]3[CH:19]=[C:18]([CH2:20][Br:24])[N:17]=[N:16]3)[O:11][C:10]2=[O:22])[CH:5]=[CH:6][C:7]=1[I:8]. Procedure: A stirred mixture of (5R)-3-(3-fluoro-4-iodophenyl)-5-(4-hydroxymethyl-1H-1,2,3-triazol-1-ylmethyl)-1,3-oxazolidin-2-one (14.7 g, 35.1 mmol) and carbon tetrabromide (12.16 g, 36.7 mmol) in dichloromethane (1 L) was treated at 0° C. with triphenylphosphine (12.34 g, 61.2 mmol). The reaction mixture was stirred for 30 minutes at 0° C. and then at room temperature overnight. The reaction mixture was applied onto a silica-gel column and eluted with hexanes:ethyl acetate (1:1) and then with ethyl ace... Reactants: ClCCl, O=S(=O)(Cl)c1c(F)cccc1F, COC(=O)c1cccc(N)c1Cl, c1ccncc1. The product is COC(=O)c1cccc(NS(=O)(=O)c2c(F)cccc2F)c1Cl. Reaction SMILES: [Cl:31][CH2:32][Cl:33].[F:19][c:20]1[c:21]([S:27](=[O:28])(=[O:29])[Cl:30])[c:22]([F:26])[cH:23][cH:24][cH:25]1.[NH2:1][c:2]1[c:3]([Cl:12])[c:4]([C:5](=[O:6])[O:7][CH3:8])[cH:9][cH:10][cH:11]1.[cH:13]1[cH:14][cH:15][n:16][cH:17][cH:18]1>>[NH:1]([c:2]1[c:3]([Cl:12])[c:4]([C:5](=[O:6])[O:7][CH3:8])[cH:9][cH:10][cH:11]1)[S:27]([c:21]1[c:20]([F:19])[cH:25][cH:24][cH:23][c:22]1[F:26])(=[O:28])=[O:29]. The reactants are O(C1=CC=CC=C1)CCO (2-phenoxyethanol), [H-].[Na+] (sodium hydride), O (Water), CC1=NC(=CC(=C1)C1=NC2=CC(=CC(=C2C(N1)=O)F)F)C (2-(2,6-dimethylpyridin-4-yl)-5,7-difluoro-3H-quinazolin-4-one). The solvent is CN(C)C=O (DMF), C(C)(=O)O (acetic acid). Reaction conditions: time 1 hour. Product: CC1=NC(=CC(=C1)C1=NC2=CC(=CC(=C2C(N1)=O)OCCOC1=CC=CC=C1)F)C (2-(2,6-dimethylpyridin-4-yl)-7-fluoro-5-(2-phenoxyethoxy)-3H-quinazolin-4-one). RXN SMILES: [O:1]([CH2:8][CH2:9][OH:10])[C:2]1[CH:7]=[CH:6][CH:5]=[CH:4][CH:3]=1.[H-].[Na+].[CH3:13][C:14]1[CH:19]=[C:18]([C:20]2[NH:29][C:28](=[O:30])[C:27]3[C:22](=[CH:23][C:24]([F:32])=[CH:25][C:26]=3F)[N:21]=2)[CH:17]=[C:16]([CH3:33])[N:15]=1.O>CN(C=O)C.C(O)(=O)C>[CH3:13][C:14]1[CH:19]=[C:18]([C:20]2[NH:29][C:28](=[O:30])[C:27]3[C:22](=[CH:23][C:24]([F:32])=[CH:25][C:26]=3[O:10][CH2:9][CH2:8][O:1][C:2]3[CH:7]=[CH:6][CH:5]=[CH:4][CH:3]=3)[N:21]=2)[CH:17]=[C:16]([CH3:33])[N:15]=1 |f:1.2|. Procedure details: To a solution of 2-phenoxyethanol (4.81 g, 34.8 mmol) in DMF (20 mL) was added sodium hydride (60% suspension in mineral oil, 0.70 g, 17.4 mmol) in portions and the reaction mixture was stirred at room temperature for 1 hour. To this mixture was added 2-(2,6-dimethylpyridin-4-yl)-5,7-difluoro-3H-quinazolin-4-one (0.50 g, 1.74 mmol) and the reaction mixture was stirred at room temperature for 16 hours. Water (1 mL) was added, neutralized to pH approximately 6-7 with acetic acid, concentrated, dis... Reactants: CCn1c2ccccc2c2cc(N)ccc21, CS(=O)(=O)Cl, ClCCl, c1ccncc1. Yields the product CCn1c2ccccc2c2cc(NS(C)(=O)=O)ccc21. RXN SMILES: [CH2:1]([CH3:2])[n:3]1[c:4]2[cH:5][cH:6][cH:7][cH:8][c:9]2[c:10]2[cH:11][c:12]([NH2:16])[cH:13][cH:14][c:15]12.[CH3:23][S:24]([Cl:25])(=[O:26])=[O:27].[Cl:28][CH2:29][Cl:30].[cH:17]1[cH:18][cH:19][n:20][cH:21][cH:22]1>>[CH2:1]([CH3:2])[n:3]1[c:4]2[cH:5][cH:6][cH:7][cH:8][c:9]2[c:10]2[cH:11][c:12]([NH:16][S:24]([CH3:23])(=[O:26])=[O:27])[cH:13][cH:14][c:15]12. Reactants: C(C)OC(=O)C=1C2=C(SC1NC(C)=O)C(=CC(=C2)CC2=CC=CC=C2)O (2-Acetylamino-5-benzyl-7-hydroxy-benzo[b]thiophene-3-carboxylic acid ethyl ester), OS(=O)(=O)O (H2SO4). Run in CO (MeOH). Reaction conditions: time 8 day. Product: C(C)OC(=O)C=1C2=C(SC1N)C(=C(C=C2)CC2=CC=CC=C2)O (2-Amino-6-benzyl-7-hydroxy-benzo[b]thiophene-3-carboxylic acid ethyl ester). RXN SMILES: [CH2:1]([O:3][C:4]([C:6]1[C:7]2[CH:18]=[C:17](CC3C=CC=CC=3)[CH:16]=[C:15]([OH:26])[C:8]=2[S:9][C:10]=1[NH:11]C(=O)C)=[O:5])[CH3:2].OS(O)(=O)=O>CO>[CH2:1]([O:3][C:4]([C:6]1[C:7]2[CH:18]=[CH:17][C:16]([CH2:6][C:7]3[CH:18]=[CH:17][CH:16]=[CH:15][CH:8]=3)=[C:15]([OH:26])[C:8]=2[S:9][C:10]=1[NH2:11])=[O:5])[CH3:2]. Procedure details: Compound 02-6 (4.3 g, 11.7 mmol) was dissolved in MeOH (350 mL), conc. H2SO4 (2 mL) was added and the mixture was stirred for 8 days. The mixture was concentrated to half of the original volume. H2O was added and the pH was cautiously adjusted to 8 with conc. NH4OH. The aqueous layer was extracted with EtOAc (3×100 mL). The combined organic layers were washed with H2O (100 mL), brine (100 mL) and dried over Na2SO4. The solvent was removed in vacuo to give the crude product, which was purified by...